From a dataset of the Open Reaction Database (ORD), a public repository of structured organic reaction records. describe an organic reaction: reactants, conditions, products, and yield The reactants are C(C=C)[C@@]1(C(N([C@@H]([C@H](C1)C1=CC(=CC=C1)Cl)C1=CC=C(C=C1)Cl)CC1=NC=CC=C1)=O)C ((3S,5R,6S)-3-allyl-5-(3-chlorophenyl)-6-(4-chlorophenyl)-3-methyl-1-(pyridin-2-ylmethyl)piperidin-2-one), C(C)(C)[N-]C(C)C.[Li+] (lithium diisopropylamide), FC(CI)F (1,1-Difluoro-2-iodoethane). The solvent is C1CCOC1 (THF). Run at time 30 minute. Yields the product C(C=C)[C@@]1(C(N([C@@H]([C@H](C1)C1=CC(=CC=C1)Cl)C1=CC=C(C=C1)Cl)[C@H](CC(F)F)C1=NC=CC=C1)=O)C ((3S,5R,6S)-3-allyl-5-(3-chlorophenyl)-6-(4-chlorophenyl)-1-((R)-3,3-difluoro-1-(pyridin-2-yl)propyl)-3-methylpiperidin-2-one). As a reaction SMILES: [CH2:1]([C@@:4]1([CH3:32])[CH2:9][C@H:8]([C:10]2[CH:15]=[CH:14][CH:13]=[C:12]([Cl:16])[CH:11]=2)[C@@H:7]([C:17]2[CH:22]=[CH:21][C:20]([Cl:23])=[CH:19][CH:18]=2)[N:6]([CH2:24][C:25]2[CH:30]=[CH:29][CH:28]=[CH:27][N:26]=2)[C:5]1=[O:31])[CH:2]=[CH2:3].C([N-]C(C)C)(C)C.[Li+].[F:41][CH:42]([F:45])[CH2:43]I>C1COCC1>[CH2:1]([C@@:4]1([CH3:32])[CH2:9][C@H:8]([C:10]2[CH:15]=[CH:14][CH:13]=[C:12]([Cl:16])[CH:11]=2)[C@@H:7]([C:17]2[CH:18]=[CH:19][C:20]([Cl:23])=[CH:21][CH:22]=2)[N:6]([C@@H:24]([C:25]2[CH:30]=[CH:29][CH:28]=[CH:27][N:26]=2)[CH2:43][CH:42]([F:45])[F:41])[C:5]1=[O:31])[CH:2]=[CH2:3] |f:1.2|. Reported procedure: To a solution of (3S,5R,6S)-3-allyl-5-(3-chlorophenyl)-6-(4-chlorophenyl)-3-methyl-1-(pyridin-2-ylmethyl)piperidin-2-one (705 mg, 1.515 mmol; Example 71, Step D) in inhibitor free THF (7 mL) under N2 at −78° C. was added lithium diisopropylamide (1.515 mL, 3.03 mmol) and the mixture was stirred for 30 min. 1,1-Difluoro-2-iodoethane (727 mg, 3.79 mmol; Oakwood) was added and the orange reaction mixture was stirred at −78° C. for 1 h. The reaction was warmed to rt overnight and quenched with 0.2 m... The reactants are CCOC(=O)c1c[nH]c2ccccc2c1=O, ClCc1cccc(Cl)c1, [H-], [Na+], CN(C)C=O. Yields the product CCOC(=O)c1cn(Cc2cccc(Cl)c2)c2ccccc2c1=O. RXN SMILES: [CH2:1]([CH3:2])[O:3][C:4](=[O:5])[c:6]1[cH:7][nH:8][c:9]2[cH:10][cH:11][cH:12][cH:13][c:14]2[c:15]1=[O:16].[Cl:19][c:20]1[cH:21][c:22]([CH2:23][Cl:24])[cH:25][cH:26][cH:27]1.[H-:17].[Na+:18].[O:28]=[CH:29][N:30]([CH3:31])[CH3:32]>>[CH2:1]([CH3:2])[O:3][C:4](=[O:5])[c:6]1[cH:7][n:8]([CH2:23][c:22]2[cH:21][c:20]([Cl:19])[cH:27][cH:26][cH:25]2)[c:9]2[cH:10][cH:11][cH:12][cH:13][c:14]2[c:15]1=[O:16]. The reactants are C1(CCCC1)NC=1C=CC=C2C=C(NC12)C=1SC[C@H](N1)CO ([(R)-2-(7-cyclopentylamino-1H-indol-2-yl)-4,5-dihydro-1,3-thiazol-4-yl]-methanol), C(C)(=O)OCCBr (bromoethyl acetate). The product is COC(COC[C@H]1N=C(SC1)C=1NC2=C(C=CC=C2C1)NC1CCCC1)=O ([(R)-2-(7-cyclopentylamino-1H-indol-2-yl)-4,5-dihydro-thiazol-4-ylmethoxy]-acetic acid methyl ester). Reaction SMILES: [CH:1]1([NH:6][C:7]2[CH:8]=[CH:9][CH:10]=[C:11]3[C:15]=2[NH:14][C:13]([C:16]2[S:17][CH2:18][C@@H:19]([CH2:21][OH:22])[N:20]=2)=[CH:12]3)[CH2:5][CH2:4][CH2:3][CH2:2]1.[C:23]([O:26][CH2:27]CBr)(=[O:25])[CH3:24]>>[CH3:27][O:26][C:23](=[O:25])[CH2:24][O:22][CH2:21][C@@H:19]1[CH2:18][S:17][C:16]([C:13]2[NH:14][C:15]3[C:11]([CH:12]=2)=[CH:10][CH:9]=[CH:8][C:7]=3[NH:6][CH:1]2[CH2:2][CH2:3][CH2:4][CH2:5]2)=[N:20]1. Procedure: [(R)-2-(7-cyclopentylamino-1H-indol-2-yl)-4,5-dihydro-1,3-thiazol-4-yl]-methanol prepared in Example 2 and bromoethyl acetate were reacted according to the same procedure as Step B of Preparation 29 to give the title compound. Starting materials: C(C)C=1C(=NC(=CN1)CC)N[C@H]1[C@H](CC2=CC=CC=C12)O ((1R,2S)-1-[(3,6-diethylpyrazin-2-yl)amino]-2,3-dihydro-1H-inden-2-ol), C1(CCCC2=CC=CC=C12)N (1,2,3,4-tetrahydronaphthalen-1-amine). Product: C(C)C=1C(=NC(=CN1)CC)NC1CCCC2=CC=CC=C12 (3,6-diethyl-N-(1,2,3,4-tetrahydronaphthalen-1-yl)pyrazin-2-amine). RXN SMILES: [CH2:1]([C:3]1[C:4]([NH:11][C@@H:12]2[C:20]3[C:15](=[CH:16][CH:17]=[CH:18][CH:19]=3)[CH2:14][C@@H:13]2O)=[N:5][C:6]([CH2:9][CH3:10])=[CH:7][N:8]=1)[CH3:2].[CH:22]1(N)C2C(=CC=CC=2)CCC1>>[CH2:1]([C:3]1[C:4]([NH:11][CH:12]2[C:20]3[C:15](=[CH:16][CH:17]=[CH:18][CH:19]=3)[CH2:14][CH2:13][CH2:22]2)=[N:5][C:6]([CH2:9][CH3:10])=[CH:7][N:8]=1)[CH3:2]. Procedure: Following the procedure for the preparation of (1R,2S)-1-[(3,6-diethylpyrazin-2-yl)amino]-2,3-dihydro-1H-inden-2-ol but substituting 1,2,3,4-tetrahydronaphthalen-1-amine and making non-critical variations provided the title compound as a oil: 1H NMR (400 MHz, CDCl3) δ 7.81, 7.38, 7.19, 5.49, 4.56, 2.87, 2.69, 2.57, 2.12, 1.98, 1.91, 1.32; 13C NMR (100 MHz, CDCl3) δ 153.69, 151.42, 140.81, 138.70, 138.29, 129.85, 129.56, 129.18, 127.49, 126.58, 48.71, 30.07, 29.94, 28.56, 26.07, 20.42, 13.96, 11.... Starting materials: C1(=CC=C(C=C1)S(=O)(=O)Cl)C (p-toluenesulphonyl chloride), C(CCC)[Li] (n-butyllithium), CCCCCC (hexane), CN(CCO)C (2-dimethylaminoethanol). The solvent is C1CCOC1 (THF). The product is CN(C)CCC1C(=C(C(=C1CC)CC)CC)CC ((dimethylaminoethyl)tetraethylcyclopentadiene). RXN SMILES: [CH2:1]([Li])[CH2:2][CH2:3][CH3:4].[CH3:6][CH2:7]CCCC.[CH3:12][N:13]([CH3:17])[CH2:14][CH2:15]O.[C:18]1([CH3:28])[CH:23]=[CH:22][C:21](S(Cl)(=O)=O)=[CH:20][CH:19]=1>C1COCC1>[CH3:12][N:13]([CH2:14][CH2:15][CH:1]1[C:2]([CH2:3][CH3:4])=[C:23]([CH2:18][CH3:28])[C:22]([CH2:6][CH3:7])=[C:21]1[CH2:20][CH3:19])[CH3:17]. Reported procedure: Then a solution of n-butyllithium in hexane (5.90 ml; 1.65 mol/l; 9.74 mmol) was added dropwise to a cold solution (-78° C.) of 2-dimethylaminoethanol (0.867 g; 9.74 mmol) in THF (35 ml) in a second Schlenk vessel. After stirring for two hours at room temperature, the mixture was again cooled to -78° C. and the solid p-toluenesulphonyl chloride (1.855 g; 9.74 mmol) was added slowly. The mixture was brought to 0° C. and stirred at that temperature for 5 minutes, after which the mixture from the f... Reaction conditions: time 2 hour. Reactants: 5-oxy-1-hexene, C(CO)O (ethylene glycol), O.C1(=CC=C(C=C1)S(=O)(=O)O)C (p-toluene sulfonic acid monohydrate), C1=CC=CC=C1 (benzene). The solvent is O (water). Reaction conditions: time 2 hour. Product: C1OC(CCC=C)COC1 (5-ethylenedioxy-1-hexene). Yield: 90.0%. As a reaction SMILES: [CH2:1]([OH:4])[CH2:2][OH:3].O.[C:6]1(C)[CH:11]=[CH:10][C:9](S(O)(=O)=O)=[CH:8][CH:7]=1.C1C=CC=CC=1>O>[CH2:2]1[CH2:1][O:4][CH2:9][CH:10]([CH2:11][CH2:6][CH:7]=[CH2:8])[O:3]1 |f:1.2|. Procedure: A mixture of 5-oxy-1-hexene (9.8 g.), ethylene glycol (18.6 g.), p-toluene sulfonic acid monohydrate (1.56 g.) and benzene (250 ml.) is heated at reflux under a Dean-Stark water separator. After 2 hrs., the reaction mixture is washed with water and the organic layer is separated, dried with magnesium, and evaporated in vacuo. Distillation of the residue gives 5-ethylenedioxy-1-hexene (90% yield) b.p. 34°-37°/1.5 mm. nmr (CDCl3)δ: 1.27 (s, CH3), 1.5-2.4 (m, CH2 --CH2); 2.83 (s, --O--CH2 --CH2 --O... Starting materials: C(C1=CC=CC=C1)N1CCN(CC1)CCN (2-(4-benzylpiperazino)ethan-1-amine), C(C)(C)N(CC)C(C)C (diisopropyl ethyl amine), NC1=CC(=NC(=C1C#N)OCC)C(=O)O (4-amino-5-cyano-6-ethoxy-pyridine-2-carboxylic acid), F[B-](F)(F)F.N1(N=NC2=C1C=CC=C2)OC(=[N+](C)C)N(C)C (O-benzotriazol-1-yl-N,N,N′,N′-tetramethyluronium tetrafluoroborate). Solvent: CN(C(C)=O)C (N,N-dimethylacetamide), CN(C(C)=O)C (N,N-dimethylacetamide), CN(C(C)=O)C (N,N-dimethylacetamide), CN(C(C)=O)C (N,N-dimethylacetamide). Conditions: time 8 hour. Yields the product NC1=CC(=NC(=C1C#N)OCC)C(=O)NCCN1CCN(CC1)CC1=CC=CC=C1 (4-amino-N-[2-(4-benzylpiperazin-1-yl)ethyl]-5-cyano-6-ethoxypyridine-2-carboxamide). As a reaction SMILES: [NH2:1][C:2]1[C:7]([C:8]#[N:9])=[C:6]([O:10][CH2:11][CH3:12])[N:5]=[C:4]([C:13]([OH:15])=O)[CH:3]=1.F[B-](F)(F)F.N1(OC(N(C)C)=[N+](C)C)C2C=CC=CC=2N=N1.[CH2:38]([N:45]1[CH2:50][CH2:49][N:48]([CH2:51][CH2:52][NH2:53])[CH2:47][CH2:46]1)[C:39]1[CH:44]=[CH:43][CH:42]=[CH:41][CH:40]=1.C(N(C(C)C)CC)(C)C>CN(C)C(=O)C>[NH2:1][C:2]1[C:7]([C:8]#[N:9])=[C:6]([O:10][CH2:11][CH3:12])[N:5]=[C:4]([C:13]([NH:53][CH2:52][CH2:51][N:48]2[CH2:49][CH2:50][N:45]([CH2:38][C:39]3[CH:44]=[CH:43][CH:42]=[CH:41][CH:40]=3)[CH2:46][CH2:47]2)=[O:15])[CH:3]=1 |f:1.2|. Reported procedure: In a 20 mL vial a solution of Example 104A (32.5 mg, 0.16 mmol) dissolved in N,N-dimethylacetamide (0.8 mL) was added, followed by the addition of O-benzotriazol-1-yl-N,N,N′,N′-tetramethyluronium tetrafluoroborate (50.4 mg, 0.16 mmol) dissolved in N,N-dimethylacetamide (0.8 mL). Then, 2-(4-benzylpiperazino)ethan-1-amine (41.3 mg, 0.19 mmol) dissolved in N,N-dimethylacetamide (0.6 mL) was added followed by the addition of diisopropyl ethyl amine (57.9 uL, 0.31 mmol) dissolved in N,N-dimethylaceta...